This data is from the Open Reaction Database (ORD), a public repository of structured organic reaction records. The task is: describe an organic reaction: reactants, conditions, products, and yield The reactants are C(C=C)(=O)OCCN(C)C (N,N-dimethylaminoethyl acrylate). Solvent: CC(=O)C (acetone). The product is COC1=CC=C(O)C=C1 (hydroquinone monomethyl ether). Isolated yield 0.5%. Reaction SMILES: [C:1]([O:5][CH2:6]CN(C)C)(=O)[CH:2]=[CH2:3]>CC(C)=O>[CH3:6][O:5][C:1]1[CH:2]=[CH:3][C:1]([OH:5])=[CH:2][CH:3]=1. Procedure details: Into a 1 liter autoclave were charged 200 g (1.40 mol) of N,N-dimethylaminoethyl acrylate obtained by a conventional rectification under reduced pressure in an nitrogen atmosphere, 44.4 g of acetone and 0.4 g of hydroquinone monomethyl ether (polymerization inhibitor). After its internal temperature had been lowered to 20° C. or below, 22.2 g of distilled water was added thereto. The ratio of the charged materials was as follows: Dimethylaminoethyl acrylate : water : acetone =100 : 11.1 : 22.2. ... Starting materials: ClC(Cl)(OC(OC(Cl)(Cl)Cl)=O)Cl (triphosgene), C(C=C)ON[C@@H]1C(=C[C@H](NC1)C(=O)N)C ((2S,5R)-5-(allyloxyamino)-4-methyl-1,2,5,6-tetrahydropyridine-2-carboxamide), C(C=C)ON[C@@H]1C(=C[C@@H](NC1)C(=O)N)C ((2R,5R)-5-(allyloxyamino)-4-methyl-1,2,5,6-tetrahydropyridine-2-carboxamide), C(C=C)ON[C@@H]1C(=C[C@@H](NC1)C(=O)N)C ((2R,5R)-5-(allyloxyamino)-4-methyl-1,2,5,6-tetrahydropyridine-2-carboxamide), C(C)(C)N(C(C)C)CC (N,N-diisopropylethylamine), ClC(Cl)(OC(OC(Cl)(Cl)Cl)=O)Cl (triphosgene). Solvent: C(C)(=O)OCC (ethyl acetate), C(C)#N (acetonitrile), C(C)#N (acetonitrile). Product: ethyl acetate hexanes, C(C=C)ON1[C@@H]2C(=C[C@H](N(C1=O)C2)C(=O)N)C ((2S,5R)-6-(allyloxy)-4-methyl-7-oxo-1,6-diazabicyclo[3.2.1]oct-3-ene-2-carboxamide). The yield is 64.8%. As a reaction SMILES: [CH2:1]([O:4][NH:5][C@H:6]1[CH2:11][NH:10][C@H:9]([C:12]([NH2:14])=[O:13])[CH:8]=[C:7]1[CH3:15])[CH:2]=[CH2:3].[CH2:16]([O:19]N[C@H]1CN[C@@H](C(N)=O)C=C1C)C=C.C(N(CC)C(C)C)(C)C.ClC(Cl)(OC(=O)OC(Cl)(Cl)Cl)Cl>C(#N)C.C(OCC)(=O)C>[CH2:1]([O:4][N:5]1[C:16](=[O:19])[N:10]2[CH2:11][C@H:6]1[C:7]([CH3:15])=[CH:8][C@H:9]2[C:12]([NH2:14])=[O:13])[CH:2]=[CH2:3]. Procedure: To a solution of (2S,5R)-5-(allyloxyamino)-4-methyl-1,2,5,6-tetrahydropyridine-2-carboxamide and (2R,5R)-5-(allyloxyamino)-4-methyl-1,2,5,6-tetrahydropyridine-2-carboxamide (Intermediate 22, 0.429 g, 2.03 mmol) and N,N-diisopropylethylamine (1.415 mL, 8.12 mmol) in acetonitrile (170 mL) at 0° C. was added triphosgene (0.241 g, 0.81 mmol) as a solution in acetonitrile (1.5 mL). The triphosgene solution was added at a rate of 0.1 mL/min. Once addition was complete the reaction was warmed to room t... Starting materials: FC1=C(C(=C(C(=C1)F)F)C[C@@H](C)S(=O)(=O)C)F ((2R)-1,2,4,5-tetrafluoro-3-(2-(methylsulfonyl)propyl)benzene), [N-]=[N+]=[N-].[Na+] (sodium azide), O (water). Run in CN(C)C=O (DMF). Conditions: temperature 80 celsius, time 2 hour. The product is N(=[N+]=[N-])[C@H](CC=1C(=C(C=C(C1F)F)F)F)C ((2S)-3-(2-Azidopropyl)-1,2,4,5-tetrafluorobenzene). As a reaction SMILES: [F:1][C:2]1[CH:7]=[C:6]([F:8])[C:5]([F:9])=[C:4]([CH2:10][C@H:11](S(C)(=O)=O)[CH3:12])[C:3]=1[F:17].[N-:18]=[N+:19]=[N-:20].[Na+].O>CN(C=O)C>[N:18]([C@@H:11]([CH3:12])[CH2:10][C:4]1[C:5]([F:9])=[C:6]([F:8])[CH:7]=[C:2]([F:1])[C:3]=1[F:17])=[N+:19]=[N-:20] |f:1.2|. Reported procedure: To a solution of (2R)-1,2,4,5-tetrafluoro-3-(2-(methylsulfonyl)propyl)benzene (2.3 g, 8.03 mmol) in anhydrous DMF (10 mL) was added sodium azide (1.045 g, 16.07 mmol) and the solution was heated to 80° C. and stirred for 2 h. Then, the temperature was cooled to rt and 20 mL of water was added, extracted with EtOAc/hexane (1/1 v/v), dried over anhydrous MgSO4 and evaporated to give crude oil, which was passed through silica gel pad and evaporated under reduced pressure to give the product. This w... Reactants: C1(O)=CC=C(O)C=C1 (hydroquinone), C([O-])([O-])=O.[K+].[K+] (potassium carbonate), ClC1=NC=C(C=C1[N+](=O)[O-])Cl (2,5-dichloro-3-nitropyridine). The solvent is C(C)#N (acetonitrile), C(C)#N (acetonitrile). Conditions: temperature 60 celsius, time 36 hour. Product: ClC=1C=C(C(=NC1)OC1=CC=C(C=C1)O)[N+](=O)[O-] (4-(5-chloro-3-nitropyridin-2-yloxy)phenol). The yield is 61.9%. As a reaction SMILES: [C:1]1([CH:8]=[CH:7][C:5]([OH:6])=[CH:4][CH:3]=1)[OH:2].C(=O)([O-])[O-].[K+].[K+].Cl[C:16]1[C:21]([N+:22]([O-:24])=[O:23])=[CH:20][C:19]([Cl:25])=[CH:18][N:17]=1>C(#N)C>[Cl:25][C:19]1[CH:20]=[C:21]([N+:22]([O-:24])=[O:23])[C:16]([O:2][C:1]2[CH:8]=[CH:7][C:5]([OH:6])=[CH:4][CH:3]=2)=[N:17][CH:18]=1 |f:1.2.3|. Procedure: A mixture of 85.9 g (0.78 mole) of hydroquinone, 1200 ml of acetonitrile and 53.9 g (0.39 mole) of potassium carbonate is heated to 60° C., then a solution of 115.8 g (0.60 mole) of 2,5-dichloro-3-nitropyridine in 500 ml of acetonitrile is added dropwise over 6 hours and the mixture is stirred for 36 hours. The solvent is removed by distillation and the residue is poured into a mixture of ice-water and hydrochloric acid. After extraction with methylene chloride, the combined organic phases are d... The reactants are BrC\C=C/CCCC(=O)OC (cis-Methyl 7-bromohept-5-enoate), C(C)(=O)NC(C(=O)OCC)C(=O)OCC (diethyl acetamidomalonate). The product is C(C)(=O)NC(C(=O)OCC)(C(=O)OCC)CC=CCCCC(=O)OC (diethyl acetamido-(6-methoxycarbonylhex-2-enyl)malonate). Reaction SMILES: Br[CH2:2]/[CH:3]=[CH:4]\[CH2:5][CH2:6][CH2:7][C:8]([O:10][CH3:11])=[O:9].[C:12]([NH:15][CH:16]([C:22]([O:24][CH2:25][CH3:26])=[O:23])[C:17]([O:19][CH2:20][CH3:21])=[O:18])(=[O:14])[CH3:13]>>[C:12]([NH:15][C:16]([CH2:2][CH:3]=[CH:4][CH2:5][CH2:6][CH2:7][C:8]([O:10][CH3:11])=[O:9])([C:22]([O:24][CH2:25][CH3:26])=[O:23])[C:17]([O:19][CH2:20][CH3:21])=[O:18])(=[O:14])[CH3:13]. Procedure details: cis-Methyl 7-bromohept-5-enoate (prepared by the method of Brit. Pat. No. 1 355 991) and diethyl acetamidomalonate reacted under the conditions described in Example 1A to give diethyl acetamido-(6-methoxycarbonylhex-2-enyl)malonate as a yellow oil. Starting materials: C(C)(C)(C)OC(NC1CCN(CC1)CC(F)(F)F)=O ([1-(2,2,2-Trifluoroethyl)piperidin-4-yl]-carbamic acid tert-butyl ester). Run in O1CCOCC1 (dioxane). Conditions: time 1.5 hour. The product is FC(CN1CCC(CC1)N)(F)F (1-(2,2,2-trifluoroethyl)piperidin-4-ylamine). Reaction SMILES: C(OC(=O)[NH:7][CH:8]1[CH2:13][CH2:12][N:11]([CH2:14][C:15]([F:18])([F:17])[F:16])[CH2:10][CH2:9]1)(C)(C)C>O1CCOCC1>[F:18][C:15]([F:16])([F:17])[CH2:14][N:11]1[CH2:12][CH2:13][CH:8]([NH2:7])[CH2:9][CH2:10]1. Reported procedure: [1-(2,2,2-Trifluoroethyl)piperidin-4-yl]-carbamic acid tert-butyl ester was then taken up in dioxane (80 mL) and hydrogen chloride gas was bubbled through the solution for 10 minutes. The reaction vessel was capped tightly and stirred for 1.5 hours. The solvent was removed under reduced pressure at 40° C. The residue was taken up in 42 mL of 0.5M sodium methoxide in methanol, stirred at room temperature for 3 hours, and filtered. The filtrate was concentrated, taken up in ethyl acetate, filtered... Reactants: CCO, CC(=O)[O-], COc1ccc(OC)c2c1CCC2=O, CCO, Cl, NO, [Na+], O, O. Yields the product COc1ccc(OC)c2c1CCC2=NO. As a reaction SMILES: [CH2:28]([OH:29])[CH3:30].[CH3:19][C:20](=[O:21])[O-:22].[CH3:1][O:2][c:3]1[c:4]2[c:8]([c:9]([O:12][CH3:13])[cH:10][cH:11]1)[C:7](=[O:14])[CH2:6][CH2:5]2.[CH3:24][CH2:25][OH:26].[ClH:15].[NH2:16][OH:17].[Na+:18].[OH2:23].[OH2:27]>>[CH3:1][O:2][c:3]1[c:4]2[c:8]([c:9]([O:12][CH3:13])[cH:10][cH:11]1)[C:7](=[N:16][OH:17])[CH2:6][CH2:5]2. Starting materials: CC=1C(=NC=C(C#N)C1)NC (5-methyl-6-methylamino-nicotinonitrile), C1CCOC1.C(C)O (THF ethanol), [OH-].[Na+] (NaOH), [NH4+].[Cl-] (NH4Cl). Yields the product CC=1C(=NC=C(C(=O)O)C1)NC (5-Methyl-6-methylamino-nicotinic acid). Reaction SMILES: [CH3:1][C:2]1[C:3]([NH:10][CH3:11])=[N:4][CH:5]=C([CH:9]=1)C#N.[OH-].[Na+].[NH4+].[Cl-].C1C[O:19]CC1.[CH2:21]([OH:23])[CH3:22]>>[CH3:1][C:2]1[C:3]([NH:10][CH3:11])=[N:4][CH:5]=[C:22]([CH:9]=1)[C:21]([OH:19])=[O:23] |f:1.2,3.4,5.6|. Procedure: The above prepared 5-methyl-6-methylamino-nicotinonitrile (0.311 g, 2.11 mmol) was dissolved in 10.6 ml of THF/ethanol=1/1 and treated with 0.676 g of NaOH pellets (8 eq.). The mixture was refluxed over night, cooled to room temperature, and neutralized with NH4Cl. Ten times extraction with AcOEt, drying of the combined organic layers over sodium sulfate, and evaporation left 0.159 g of the title acid as reddish solid.